From a dataset of the Open Reaction Database (ORD), a public repository of structured organic reaction records. describe an organic reaction: reactants, conditions, products, and yield The reactants are OC1(CCN(CC1)C(C1=CC(=C(C=C1)OC(C)C)C)=O)CC(CC(=O)C=1C=NC=CC1)=O (4-[4-hydroxy-1-(4-isopropoxy-3-methyl-benzoyl)-4-piperidyl]-1-(3-pyridyl)butane-1,3-dione), C(C)(=O)O (acetic acid). The product is C(C)(C)OC1=C(C=C(C(=O)N2CCC3(CC2)CC(C=C(O3)C=3C=NC=CC3)=O)C=C1)C (3-(4-isopropoxy-3-methyl-benzoyl)-10-(3-pyridyl)-11-oxa-3-azaspiro[5.5]undec-9-en-8-one). The yield is 86.6%. As a reaction SMILES: [OH:1][C:2]1([CH2:21][C:22](=[O:32])[CH2:23][C:24]([C:26]2[CH:27]=[N:28][CH:29]=[CH:30][CH:31]=2)=O)[CH2:7][CH2:6][N:5]([C:8](=[O:20])[C:9]2[CH:14]=[CH:13][C:12]([O:15][CH:16]([CH3:18])[CH3:17])=[C:11]([CH3:19])[CH:10]=2)[CH2:4][CH2:3]1.C(O)(=O)C>>[CH:16]([O:15][C:12]1[CH:13]=[CH:14][C:9]([C:8]([N:5]2[CH2:6][CH2:7][C:2]3([O:1][C:24]([C:26]4[CH:27]=[N:28][CH:29]=[CH:30][CH:31]=4)=[CH:23][C:22](=[O:32])[CH2:21]3)[CH2:3][CH2:4]2)=[O:20])=[CH:10][C:11]=1[CH3:19])([CH3:18])[CH3:17]. Reported procedure: 4-[4-hydroxy-1-(4-isopropoxy-3-methyl-benzoyl)-4-piperidyl]-1-(3-pyridyl)butane-1,3-dione (4.5 g, 10.3 mmol) was dissolved in glacial acetic acid (45 mL, 791 mmol) and stirred at reflux for 2 hours. Acetic acid was removed under reduced pressure. The crude residue was purified by column chromatography (40 gram silica gel column, 40-80% ethyl acetate/hexane) to provide 3-(4-isopropoxy-3-methyl-benzoyl)-10-(3-pyridyl)-11-oxa-3-azaspiro[5.5]undec-9-en-8-one (3.75 g) as a yellow sticky foam. 1H NMR ... Reactants: C(C)(C)(C)C=1N=C(C2=C(N1)N(N=N2)CC)N2CC(CC2)(F)F (5-tert-Butyl-7-(3,3-difluoro-pyrrolidin-1-yl)-3-ethyl-3H-[1,2,3]triazolo[4,5-d]pyrimidine), C(C)(C)(C)C=1N=C(C2=C(N1)NN=N2)N2CC(CC2)(F)F (5-tert-butyl-7-(3,3-difluoropyrrolidin-1-yl)-3H-[1,2,3]triazolo[4,5-d]pyrimidine), Br.BrCC1=CC=NC=C1 (4-(bromomethyl)pyridine hydrobromide). Isolated yield 35.0%. Yields the product C(C)(C)(C)C=1N=C(C2=C(N1)N(N=N2)CC2=CC=NC=C2)N2CC(CC2)(F)F (5-tert-Butyl-7-(3,3-difluoro-pyrrolidin-1-yl)-3-pyridin-4-ylmethyl-3H-[1,2,3]triazolo[4,5-d]pyrimidine), solid. Procedure: In analogy to the procedure described for the synthesis of 5-tert-butyl-7-(3,3-difluoro-pyrrolidin-1-yl)-3-ethyl-3H-[1,2,3]triazolo[4,5-d]pyrimidine (example 61), the title compound was prepared from 5-tert-butyl-7-(3,3-difluoropyrrolidin-1-yl)-3H-[1,2,3]triazolo[4,5-d]pyrimidine and 4-(bromomethyl)pyridine hydrobromide and isolated as orange solid (5.4 mg, 35%). MS (m/e): 374.4 (MH+). RXN SMILES: [C:1]([C:5]1[N:6]=[C:7]([N:16]2[CH2:20][CH2:19][C:18]([F:22])([F:21])[CH2:17]2)[C:8]2[N:13]=[N:12][N:11]([CH2:14][CH3:15])[C:9]=2[N:10]=1)([CH3:4])([CH3:3])[CH3:2].[C:23]([C:27]1[N:28]=[C:29](N2CCC(F)(F)C2)[C:30]2N=NNC=2N=1)(C)(C)C.Br.BrCC1C=CN=CC=1>>[C:1]([C:5]1[N:6]=[C:7]([N:16]2[CH2:20][CH2:19][C:18]([F:21])([F:22])[CH2:17]2)[C:8]2[N:13]=[N:12][N:11]([CH2:14][C:15]3[CH:30]=[CH:29][N:28]=[CH:27][CH:23]=3)[C:9]=2[N:10]=1)([CH3:2])([CH3:3])[CH3:4] |f:2.3|. Reactants: C(C)(=O)OCCOC1=CC=C(C=C1)C1=C(C(=NC=2N=C(NC(C21)=O)C)SCC=2N=C(OC2)C2=CC=C(C=C2)Cl)C#N (2-{4-[7-({[2-(4-chlorophenyl)-1,3-oxazol-4-yl]methyl}sulfanyl)-6-cyano-2-methyl-4-oxo-3,4-dihydropyrido[2,3-d]pyrimidin-5-yl]phenoxy}ethyl acetate), [OH-].[Li+] (lithium hydroxide), Cl (hydrochloric acid). Run in O (water), O1CCOCC1.O (dioxane water). Conditions: time 5 hour. Product: ClC1=CC=C(C=C1)C=1OC=C(N1)CSC=1C(=C(C2=C(N=C(NC2=O)C)N1)C1=CC=C(C=C1)OCCO)C#N (7-({[2-(4-Chlorophenyl)-1,3-oxazol-4-yl]methyl}sulfanyl)-5-[4-(2-hydroxyethoxy)phenyl]-2-methyl-4-oxo-3,4-dihydropyrido[2,3-d]pyrimidine-6-carbonitrile). Reaction SMILES: C([O:4][CH2:5][CH2:6][O:7][C:8]1[CH:13]=[CH:12][C:11]([C:14]2[C:23]3[C:22](=[O:24])[NH:21][C:20]([CH3:25])=[N:19][C:18]=3[N:17]=[C:16]([S:26][CH2:27][C:28]3[N:29]=[C:30]([C:33]4[CH:38]=[CH:37][C:36]([Cl:39])=[CH:35][CH:34]=4)[O:31][CH:32]=3)[C:15]=2[C:40]#[N:41])=[CH:10][CH:9]=1)(=O)C.[OH-].[Li+].Cl>O1CCOCC1.O.O>[Cl:39][C:36]1[CH:37]=[CH:38][C:33]([C:30]2[O:31][CH:32]=[C:28]([CH2:27][S:26][C:16]3[C:15]([C:40]#[N:41])=[C:14]([C:11]4[CH:12]=[CH:13][C:8]([O:7][CH2:6][CH2:5][OH:4])=[CH:9][CH:10]=4)[C:23]4[C:22](=[O:24])[NH:21][C:20]([CH3:25])=[N:19][C:18]=4[N:17]=3)[N:29]=2)=[CH:34][CH:35]=1 |f:1.2,4.5|. Procedure: 95 mg (0.162 mmol) of 2-{4-[7-({[2-(4-chlorophenyl)-1,3-oxazol-4-yl]methyl}sulfanyl)-6-cyano-2-methyl-4-oxo-3,4-dihydropyrido[2,3-d]pyrimidin-5-yl]phenoxy}ethyl acetate were initially charged in 10 ml of a dioxane/water mixture 2:1, 7.7 mg (0.323 mmol) of lithium hydroxide were added and the mixture was stirred at RT for 5 h. The reaction mixture was then diluted with water, acidified with 1N hydrochloric acid and extracted with ethyl acetate. The organic phase was dried over sodium sulfate, the... The reactants are O (water), OC1=CC=C(C=C1)C(C1=CC=CC=C1)=O (p-hydroxybenzophenone), [OH-].[Na+] (sodium hydroxide), C(C=C)(=O)Cl (acryloyl chloride). Run in C(C)OCC (diethyl ether). Reaction conditions: time 0.5 hour. Product: C(C=C)(=O)OC1=CC=C(C=C1)C(C1=CC=CC=C1)=O (para-acryloxybenzophenone). Yield: 84.5%. As a reaction SMILES: O.[OH:2][C:3]1[CH:8]=[CH:7][C:6]([C:9](=[O:16])[C:10]2[CH:15]=[CH:14][CH:13]=[CH:12][CH:11]=2)=[CH:5][CH:4]=1.[OH-].[Na+].[C:19](Cl)(=[O:22])[CH:20]=[CH2:21]>C(OCC)C>[C:19]([O:2][C:3]1[CH:4]=[CH:5][C:6]([C:9](=[O:16])[C:10]2[CH:15]=[CH:14][CH:13]=[CH:12][CH:11]=2)=[CH:7][CH:8]=1)(=[O:22])[CH:20]=[CH2:21] |f:2.3|. Reported procedure: A three-neck round-bottom flask fitted with an addition funnel, thermometer and a mechanical stirrer was charged with 100 ml of water, 40 g (0.20M) of p-hydroxybenzophenone and 8.8 g of sodium hydroxide. The flask was cooled in an ice bath to 8°-10° C., then 20 g (0.22) of acryloyl chloride were added dropwise while holding the temperature at 8°-10° C. When the addition was complete, the reaction mixture was stirred for an additional half hour. Then 150 ml of diethyl ether was added to dissolve ... The reactants are O (water), C(CCC)N(CCCOC1=CC=C(C(=O)Cl)C=C1)CCCC (4-(3-dibutylaminopropoxyl)benzoyl chloride), C[Si](C)(C)Cl (TMSCl), C(C)NCC (diethylamine). The solvent is ClCCl (dichloromethane). Conditions: temperature 0 celsius, time 5 hour. Product: C(CCC)N(CCCOC1=CC=C(C(=O)N(CC)CC)C=C1)CCCC (4-(3-dibutylaminopropoxy)-N,N-diethyl-benzamide). Isolated yield 77.0%. Reaction SMILES: [CH2:1]([N:5]([CH2:19][CH2:20][CH2:21][CH3:22])[CH2:6][CH2:7][CH2:8][O:9][C:10]1[CH:18]=[CH:17][C:13]([C:14](Cl)=[O:15])=[CH:12][CH:11]=1)[CH2:2][CH2:3][CH3:4].[CH2:23]([NH:25][CH2:26][CH3:27])[CH3:24].C[Si](Cl)(C)C.O>ClCCl>[CH2:1]([N:5]([CH2:19][CH2:20][CH2:21][CH3:22])[CH2:6][CH2:7][CH2:8][O:9][C:10]1[CH:18]=[CH:17][C:13]([C:14]([N:25]([CH2:26][CH3:27])[CH2:23][CH3:24])=[O:15])=[CH:12][CH:11]=1)[CH2:2][CH2:3][CH3:4]. Procedure: 6.5 g of 4-(3-dibutylaminopropoxyl)benzoyl chloride (V) (0.02 mol) is dissolved in 60 mL of dichloromethane. 1.46 g of diethylamine (0.02 mol, 1 eq) is added and the reaction mixture is cooled to 0° C. 0.43 g TMSCl (0.004 mol, 0.2 eq) is added in 5 min. The reaction mixture is heated to room temperature and stirred for 5 hours. 50 mL of water is added to the mixture, it is stirred for 15 min and the phases are separated. The organic phase is washed with 30 mL of water then it is concentrated. Th... Starting materials: CN1CCCC1=O, Cn1c(I)cc2cc(Cl)ccc21, [Cu]I, O=C([O-])C(F)(F)F, [Na+], O. The product is Cn1ccc2cc(Cl)ccc21. RXN SMILES: [CH3:21][N:22]1[CH2:23][CH2:24][CH2:25][C:26]1=[O:27].[Cl:1][c:2]1[cH:3][c:4]2[cH:5][c:6]([I:12])[n:7]([CH3:11])[c:8]2[cH:9][cH:10]1.[Cu:29][I:30].[F:13][C:14]([F:15])([F:16])[C:17]([O-:18])=[O:19].[Na+:20].[OH2:28]>>[Cl:1][c:2]1[cH:3][c:4]2[cH:5][cH:6][n:7]([CH3:11])[c:8]2[cH:9][cH:10]1. The reactants are C(C1=CC=CC=C1)OC(=O)N[C@]1(C[C@@H](CC1)C1=CC=C(C=C1)Br)C(=O)OC ((1R,3R)-methyl 1-(benzyloxycarbonylamino)-3-(4-bromophenyl)cyclopentanecarboxylate), CC1(OB(OC1(C)C)C=C)C (4,4,5,5-tetramethyl-2-vinyl-1,3,2-dioxaborolane), C(=O)([O-])[O-].[Cs+].[Cs+] (Cs2CO3). Reagents/catalysts: C1=CC=C(C=C1)P([C-]2C=CC=C2)C3=CC=CC=C3.C1=CC=C(C=C1)P([C-]2C=CC=C2)C3=CC=CC=C3.Cl[Pd]Cl.[Fe+2] (PdCl2(dppf)). The solvent is COCCOC (DME), O (Water). Conditions: temperature 120 celsius. Yields the product C(C1=CC=CC=C1)OC(=O)N[C@]1(C[C@@H](CC1)C1=CC=C(C=C1)C=C)C(=O)OC ((1R,3R)-methyl 1-(benzyloxycarbonylamino)-3-(4-vinylphenyl)cyclopentanecarboxylate). Isolated yield 73.1%. As a reaction SMILES: [CH2:1]([O:8][C:9]([NH:11][C@:12]1([C:24]([O:26][CH3:27])=[O:25])[CH2:16][CH2:15][C@@H:14]([C:17]2[CH:22]=[CH:21][C:20](Br)=[CH:19][CH:18]=2)[CH2:13]1)=[O:10])[C:2]1[CH:7]=[CH:6][CH:5]=[CH:4][CH:3]=1.[CH3:28][C:29]1(C)C(C)(C)OB(C=C)O1.C([O-])([O-])=O.[Cs+].[Cs+]>COCCOC.O.C1C=CC(P(C2C=CC=CC=2)[C-]2C=CC=C2)=CC=1.C1C=CC(P(C2C=CC=CC=2)[C-]2C=CC=C2)=CC=1.Cl[Pd]Cl.[Fe+2]>[CH2:1]([O:8][C:9]([NH:11][C@:12]1([C:24]([O:26][CH3:27])=[O:25])[CH2:16][CH2:15][C@@H:14]([C:17]2[CH:22]=[CH:21][C:20]([CH:28]=[CH2:29])=[CH:19][CH:18]=2)[CH2:13]1)=[O:10])[C:2]1[CH:7]=[CH:6][CH:5]=[CH:4][CH:3]=1 |f:2.3.4,7.8.9.10|. Reported procedure: To a 60-mL microwave vial was suspended (1R,3R)-methyl 1-(benzyloxycarbonylamino)-3-(4-bromophenyl)cyclopentanecarboxylate (1.1 g, 2.54 mmol) and 4,4,5,5-tetramethyl-2-vinyl-1,3,2-dioxaborolane (0.431 g, 2.80 mmol) and Cs2CO3 (2.487 g, 7.63 mmol) in DME (30 ml) and Water (7.50 ml). The reaction vessel was purged with nitrogen for 5 minutes. PdCl2(dppf) (0.186 g, 0.254 mmol) was added and the reaction vessel was purged with nitrogen one more time. The reaction mixture was heated to 120° C. in mic...